This data is from the Open Reaction Database (ORD), a public repository of structured organic reaction records. The task is: describe an organic reaction: reactants, conditions, products, and yield The reactants are C(C=C)N1C[C@@H](N(C[C@H]1C)[C@@H](C1=CC(=CC=C1)O)C=1C=C(C(=O)N(CC)CC)C=CC1)C ((+)-3-((αR*)-α-((2S*,5R*)-4-Allyl-2,5-dimethyl-1-piperazinyl)-3-hydroxybenzyl)-N,N-diethylbenzamide), C(C=C)N1[C@H](CN[C@@H](C1)C)C (racemic trans-N-allyl-2,5-dimethylpiperazine). Product: C[C@@H]1N(C[C@H](NC1)C)[C@@H](C1=CC(=CC=C1)O)C=1C=C(C(=O)N(CC)CC)C=CC1 ((+)-3-((αR*)-α-((2S*,5R*)-2,5-dimethyl-1-piperazinyl)-3-hydroxybenzyl)-N,N-diethylbenzamide). As a reaction SMILES: C([N:4]1[C@H:9]([CH3:10])[CH2:8][N:7]([C@H:11]([C:19]2[CH:20]=[C:21]([CH:29]=[CH:30][CH:31]=2)[C:22]([N:24]([CH2:27][CH3:28])[CH2:25][CH3:26])=[O:23])[C:12]2[CH:17]=[CH:16][CH:15]=[C:14]([OH:18])[CH:13]=2)[C@@H:6]([CH3:32])[CH2:5]1)C=C.C(N1C[C@@H](C)NC[C@@H]1C)C=C>>[CH3:32][C@H:6]1[CH2:5][NH:4][C@H:9]([CH3:10])[CH2:8][N:7]1[C@H:11]([C:19]1[CH:20]=[C:21]([CH:29]=[CH:30][CH:31]=1)[C:22]([N:24]([CH2:27][CH3:28])[CH2:25][CH3:26])=[O:23])[C:12]1[CH:17]=[CH:16][CH:15]=[C:14]([OH:18])[CH:13]=1. Procedure: (+)-3-((αR*)-α-((2S*,5R*)-4-Allyl-2,5-dimethyl-1-piperazinyl)-3-hydroxybenzyl)-N,N-diethylbenzamide, the racemate of Example 1, was prepared according to the procedure of Example 1 using racemic trans-N-allyl-2,5-dimethylpiperazine. The material was de-allylated by the procedure of Example 2 to give (+)-3-((αR*)-α-((2S*,5R*)-2,5-dimethyl-1-piperazinyl)-3-hydroxybenzyl)-N,N-diethylbenzamide (1.8 g, 4.6 mmol), which was treated with tert-butylchlorodimethylsilane (1.38 g, 9.2 mmol) and imidazole (...